From a dataset of the Open Reaction Database (ORD), a public repository of structured organic reaction records. describe an organic reaction: reactants, conditions, products, and yield Reactants: CC(C)(C)OC(=O)Nc1cnc(CBr)cn1, C[N+](C)(C)[O-], CS(C)=O, ClC(Cl)Cl, ClCCl, O, O, O. The product is CC(C)(C)OC(=O)Nc1cnc(C=O)cn1. Reaction SMILES: [Br:1][CH2:2][c:3]1[n:4][cH:5][c:6]([NH:9][C:10]([O:11][C:12]([CH3:13])([CH3:14])[CH3:15])=[O:16])[n:7][cH:8]1.[CH3:19][N+:20]([CH3:21])([CH3:22])[O-:23].[CH3:29][S:30](=[O:31])[CH3:32].[CH:25]([Cl:26])([Cl:27])[Cl:28].[Cl:33][CH2:34][Cl:35].[OH2:17].[OH2:18].[OH2:24]>>[CH:2]([c:3]1[n:4][cH:5][c:6]([NH:9][C:10]([O:11][C:12]([CH3:13])([CH3:14])[CH3:15])=[O:16])[n:7][cH:8]1)=[O:23]. Reactants: ClC1=NC2=CC=CC=C2C=C1 (2-Chloroquinoline), NC1=CC=C(C=C1)S (4-aminothiophenol), C([O-])([O-])=O.[K+].[K+] (potassium carbonate). The solvent is C(C)O (ethanol). Product: NC1=CC=C(C=C1)SC1=NC2=CC=CC=C2C=C1 (2-(4-aminophenylthio)quinoline). Yield: 39.6%. Reaction SMILES: Cl[C:2]1[CH:11]=[CH:10][C:9]2[C:4](=[CH:5][CH:6]=[CH:7][CH:8]=2)[N:3]=1.[NH2:12][C:13]1[CH:18]=[CH:17][C:16]([SH:19])=[CH:15][CH:14]=1.C(=O)([O-])[O-].[K+].[K+]>C(O)C>[NH2:12][C:13]1[CH:18]=[CH:17][C:16]([S:19][C:2]2[CH:11]=[CH:10][C:9]3[C:4](=[CH:5][CH:6]=[CH:7][CH:8]=3)[N:3]=2)=[CH:15][CH:14]=1 |f:2.3.4|. Procedure: 2-Chloroquinoline (0.04 moles, 6.54 g), 4-aminothiophenol (0.04 moles, 5.0 g) and potassium carbonate (0.04 moles, 5.52 g) were stirred at room temperature in 200 ml of ethanol for 18 hr. The reaction mixture was concentrated, ethyl acetate was added and the solution washed with water, dried over sodium sulfate and concentrated. The product was purified by HPLC over silica gel eluted with ethyl acetate/hexane to yield 2-(4-aminophenylthio)quinoline 4.0 g, 40%. Mass Spec (FD) 252. Calculated for ... Reactants: Cc1coc2c1C(=O)CC(c1ccccc1Br)C2, CCO, Cl, Cl, N=C(N)NN. The product is Cc1coc2c1C(=NNC(=N)N)CC(c1ccccc1Br)C2, Cl. Reaction SMILES: [Br:1][c:2]1[c:3]([CH:8]2[CH2:9][c:10]3[c:11]([c:12]([CH3:15])[cH:13][o:14]3)[C:16](=[O:18])[CH2:17]2)[cH:4][cH:5][cH:6][cH:7]1.[CH3:26][CH2:27][OH:28].[ClH:19].[ClH:25].[NH2:20][NH:21][C:22](=[NH:23])[NH2:24]>>[Br:1][c:2]1[c:3]([CH:8]2[CH2:9][c:10]3[c:11]([c:12]([CH3:15])[cH:13][o:14]3)[C:16](=[N:20][NH:21][C:22](=[NH:23])[NH2:24])[CH2:17]2)[cH:4][cH:5][cH:6][cH:7]1.[ClH:19]. RXN SMILES: [Cl:1][C:2]1[CH:3]=[N:4][CH:5]=[C:6]([Cl:18])[C:7]=1[CH2:8][C@H:9]1[CH2:13][C:12]2([CH2:17][CH:16]=[CH:15][CH2:14]2)[CH2:11][NH:10]1.CO>CCOC(C)=O.C(Cl)Cl.[Pd]>[Cl:1][C:2]1[CH:3]=[N:4][CH:5]=[C:6]([Cl:18])[C:7]=1[CH2:8][C@H:9]1[CH2:13][C:12]2([CH2:17][CH2:16][CH2:15][CH2:14]2)[CH2:11][NH:10]1. Solvent: CCOC(=O)C (EtOAc), C(Cl)Cl (DCM). Procedure: A mixture of (R)-3-((3,5-dichloropyridin-4-yl)methyl)-2-azaspiro[4.4]non-7-ene (0.090 g, 0.318 mmol) and palladium 10 wt. % on activated carbon (0.034 g, 0.032 mmol) in EtOAc (4 ml) was stirred under hydrogen balloon at room temperature for 3 h. Starting material was converted to the desired project with mono-chloro product (˜4:1). The crude material was absorbed onto a plug of silica gel and purified by chromatography through a REDISEP™ pre-packed silica gel column (12 g), eluting with a gradie... Yield: 58.5%. Conditions: time 3 hour. Starting materials: ClC=1C=NC=C(C1C[C@@H]1NCC2(C1)CC=CC2)Cl ((R)-3-((3,5-dichloropyridin-4-yl)methyl)-2-azaspiro[4.4]non-7-ene), CO (MeOH). The reagents and catalysts are [Pd] (palladium). Product: ClC=1C=NC=C(C1C[C@@H]1NCC2(C1)CCCC2)Cl ((R)-3-((3,5-dichloropyridin-4-yl)methyl)-2-azaspiro[4.4]nonane). As a reaction SMILES: [CH3:1][O:2][C:3]1[C:8]([C:9]2[CH:14]=[CH:13][C:12]([O:15][C:16]3[CH:21]=[CH:20][N:19]=[C:18]([C:22]4[CH:23]=[N:24][N:25]([CH3:27])[CH:26]=4)[CH:17]=3)=[C:11]([CH3:28])[N:10]=2)=[CH:7][N:6]=[C:5](SC)[N:4]=1.C1C=C(Cl)C=C(C(OO)=O)C=1.[C:42]([NH2:46])([CH3:45])([CH3:44])[CH3:43]>C(Cl)Cl>[C:42]([NH:46][C:5]1[N:4]=[C:3]([O:2][CH3:1])[C:8]([C:9]2[CH:14]=[CH:13][C:12]([O:15][C:16]3[CH:21]=[CH:20][N:19]=[C:18]([C:22]4[CH:23]=[N:24][N:25]([CH3:27])[CH:26]=4)[CH:17]=3)=[C:11]([CH3:28])[N:10]=2)=[CH:7][N:6]=1)([CH3:45])([CH3:44])[CH3:43]. Isolated yield 65.1%. Procedure details: A solution of Example C2 (0.100 g, 0.238 mmol) in DCM (5 mL) was treated with mCPBA (0.059 g, 0.238 mmol), stirred at RT for 2 h, treated with t-butylamine (0.4 mL, 3.81 mmol) and stirred at RT overnight. Additional t-butylamine (0.4 mL, 3.81 mmol) was added and the mixture stirred at RT for an additional 24 h. The mixture was concentrated to dryness, transferred to a sealed vessel with DMF (5 mL), treated with additional t-butylamine (0.4 mL, 3.81 mmol) and heated at 60° C. overnight. The mixtu... Run in C(Cl)Cl (DCM). Reaction conditions: time 2 hour. Starting materials: C(C)(C)(C)N (t-butylamine), C(C)(C)(C)N (t-butylamine), COC1=NC(=NC=C1C1=NC(=C(C=C1)OC1=CC(=NC=C1)C=1C=NN(C1)C)C)SC (4-methoxy-5-(6-methyl-5-((2-(1-methyl-1H-pyrazol-4-yl)pyridin-4-yl)oxy)pyridin-2-yl)-2-(methylthio)pyrimidine), C1=CC(=CC(=C1)Cl)C(=O)OO (mCPBA), C(C)(C)(C)N (t-butylamine). Yields the product C(C)(C)(C)NC1=NC=C(C(=N1)OC)C1=NC(=C(C=C1)OC1=CC(=NC=C1)C=1C=NN(C1)C)C (N-(tert-butyl)-4-methoxy-5-(6-methyl-5-((2-(1-methyl-1H-pyrazol-4-yl)pyridin-4-yl)oxy)pyridin-2-yl)pyrimidin-2-amine). Reactants: B, Cc1cc(C)n2nc(C=O)nc2n1, CNC, CO, CCc1ccc(O)c(CCC2(C3CCCC3)CC(=O)CC(=O)O2)c1. Yields the product CCc1ccc(O)c(CCC2(C3CCCC3)CC(O)=C(Cc3nc4nc(C)cc(C)n4n3)C(=O)O2)c1. Reaction SMILES: [BH3:41].[CH3:1][c:2]1[n:3][c:4]2[n:5]([c:6]([CH3:8])[cH:7]1)[n:9][c:10]([CH:12]=[O:13])[n:11]2.[CH3:38][NH:39][CH3:40].[CH3:42][OH:43].[CH:14]1([C:19]2([CH2:27][CH2:28][c:29]3[c:30]([OH:37])[cH:31][cH:32][c:33]([CH2:35][CH3:36])[cH:34]3)[CH2:20][C:21](=[O:26])[CH2:22][C:23](=[O:25])[O:24]2)[CH2:15][CH2:16][CH2:17][CH2:18]1>>[CH3:1][c:2]1[n:3][c:4]2[n:5]([c:6]([CH3:8])[cH:7]1)[n:9][c:10]([CH2:12][C:22]1=[C:21]([OH:26])[CH2:20][C:19]([CH:14]3[CH2:15][CH2:16][CH2:17][CH2:18]3)([CH2:27][CH2:28][c:29]3[c:30]([OH:37])[cH:31][cH:32][c:33]([CH2:35][CH3:36])[cH:34]3)[O:24][C:23]1=[O:25])[n:11]2. Reactants: O (water), [H-].[Na+] (sodium hydride), [I-].C[S+](=O)(C)C (trimethylsulphoxonium iodide), ClC1=CC=C(C(=O)C2(CC2)N2N=C(N=C2)Cl)C=C1 (1-(4-chlorobenzoyl)-1-(3-chloro-1,2,4-triazol-1-yl)-cyclopropane). The solvent is CS(=O)C (dimethyl sulphoxide), CS(=O)C (dimethyl sulphoxide). Reaction conditions: temperature 20 celsius, time 1 hour. Product: ClC1=CC=C(C=C1)C1(OC1)C1(CC1)N1N=C(N=C1)Cl (2-(4-Chlorophenyl)-2-[1-(3-chloro-1,2,4-triazol-1-yl)-cyclopropyl]oxirane). As a reaction SMILES: [H-].[Na+].[I-].[CH3:4][S+](C)(C)=O.[Cl:9][C:10]1[CH:26]=[CH:25][C:13]([C:14]([C:16]2([N:19]3[CH:23]=[N:22][C:21]([Cl:24])=[N:20]3)[CH2:18][CH2:17]2)=[O:15])=[CH:12][CH:11]=1.O>CS(C)=O>[Cl:9][C:10]1[CH:11]=[CH:12][C:13]([C:14]2([C:16]3([N:19]4[CH:23]=[N:22][C:21]([Cl:24])=[N:20]4)[CH2:17][CH2:18]3)[CH2:4][O:15]2)=[CH:25][CH:26]=1 |f:0.1,2.3|. Reported procedure: 2.5 g (83 mmol) of sodium hydride (80% strength) and 17.6 g (80 mmol) of trimethylsulphoxonium iodide are initially introduced under a nitrogen atmosphere and 60 ml of absolute dimethyl sulphoxide are added dropwise at 10° C. The mixture is stirred for 1 hour at 20° C. and then 20 g (71 mmol) of 1-(4-chlorobenzoyl)-1-(3-chloro-1,2,4-triazol-1-yl)-cyclopropane dissolved in 30 ml of absolute dimethyl sulphoxide are added at 10° C. After 48 hours at 20° C., the mixture is warmed to 40° C. for 1 hou... Reactants: CCN(CC)c1ccccc1, C1CCOC1, CCN=C=NCCCN(C)C, Cl, On1nnc2ccccc21, O=C(O)C(=O)Cc1ccccc1. The product is NC(=O)C(=O)Cc1ccccc1. Reaction SMILES: [CH2:1]([N:3]([CH2:2][CH3:4])[c:5]1[cH:6][cH:7][cH:8][cH:9][cH:10]1)[CH3:11].[CH2:46]1[O:47][CH2:48][CH2:49][CH2:50]1.[CH3:25][N:26]([CH3:27])[CH2:28][CH2:29][CH2:30][N:31]=[C:32]=[N:33][CH2:34][CH3:35].[ClH:24].[OH:36][n:37]1[c:38]2[cH:39][cH:40][cH:41][cH:42][c:43]2[n:44][n:45]1.[c:12]1([CH2:18][C:19]([C:20](=[O:21])[OH:22])=[O:23])[cH:13][cH:14][cH:15][cH:16][cH:17]1>>[NH2:3][C:20]([C:19]([CH2:18][c:12]1[cH:13][cH:14][cH:15][cH:16][cH:17]1)=[O:23])=[O:21]. The reactants are resultant mixture, B(Cl)(Cl)Cl (boron trichloride), C1(=CC=CC=C1)NC1=CC=CC=C1 (diphenylamine). Run in C(Cl)Cl (methylene chloride), C(Cl)Cl (methylene chloride). Reaction conditions: temperature -70 celsius. Product: [Cl-].[Cl-].C1(=CC=CC=C1)N(C1=CC=CC=C1)B (diphenylaminoborane dichloride). The yield is 27.7%. RXN SMILES: [B:1](Cl)(Cl)[Cl:2].[C:5]1([NH:11][C:12]2[CH:17]=[CH:16][CH:15]=[CH:14][CH:13]=2)[CH:10]=[CH:9][CH:8]=[CH:7][CH:6]=1>C(Cl)Cl>[Cl-:2].[Cl-:2].[C:12]1([N:11]([BH2:1])[C:5]2[CH:6]=[CH:7][CH:8]=[CH:9][CH:10]=2)[CH:13]=[CH:14][CH:15]=[CH:16][CH:17]=1 |f:3.4.5|. Procedure: To a solution of boron trichloride (4.5 g) in methylene chloride (3 ml), a solution of diphenylamine (6.5 g) in methylene chloride (12 ml) is added with cooling at -70° C., and the resultant mixture is stirred for 1 hour. The precipitated crystals are filtered at room temperature, washed with benzene, mixed with benzene (10 ml), and refluxed for 20 hours. After cooling, the reaction mixture is filtered to remove the insoluble material and evaporated under reduced pressure to remove the solvent. ...